describe an organic reaction: reactants, conditions, products, and yield From a dataset of the Open Reaction Database (ORD), a public repository of structured organic reaction records. Reactants: Cl (hydrochloric acid), C(#N)[BH3-].[Na+] (sodium cyanoborohydride), CN1C(C(=C(CCC1)C1=CC(=CC=C1)OC)CC(=O)C)=O (1-methyl-3-acetonyl-4-(3-methoxyphenyl)-1,5,6,7-tetrahydro-2H-azepinone), N1CCCCC1 (piperidine), Cl (hydrogen chloride), C(#N)[BH3-].[Na+] (sodium cyanoborohydride). The solvent is CO (methanol). Yields the product CN1C(C(=C(CCC1)C1=CC(=CC=C1)OC)CC(C)N1CCCCC1)=O (1-methyl-3-(2-piperidinopropyl)-4-(3-methoxyphenyl)-1,5,6,7-tetrahydro-2H-azepinone). As a reaction SMILES: [CH3:1][N:2]1[CH2:8][CH2:7][CH2:6][C:5]([C:9]2[CH:14]=[CH:13][CH:12]=[C:11]([O:15][CH3:16])[CH:10]=2)=[C:4]([CH2:17][C:18]([CH3:20])=O)[C:3]1=[O:21].[NH:22]1[CH2:27][CH2:26][CH2:25][CH2:24][CH2:23]1.Cl.C([BH3-])#N.[Na+]>CO>[CH3:1][N:2]1[CH2:8][CH2:7][CH2:6][C:5]([C:9]2[CH:14]=[CH:13][CH:12]=[C:11]([O:15][CH3:16])[CH:10]=2)=[C:4]([CH2:17][CH:18]([N:22]2[CH2:27][CH2:26][CH2:25][CH2:24][CH2:23]2)[CH3:20])[C:3]1=[O:21] |f:3.4|. Procedure: The solution of 8.0 g of 1-methyl-3-acetonyl-4-(3-methoxyphenyl)-1,5,6,7-tetrahydro-2H-azepinone, 14.2 g of piperidine, 6.4 ml of 5 N methanolic hydrogen chloride and 1.91 g of sodium cyanoborohydride in 100 ml of methanol is refluxed overnight. An additional portion of 1.91 g of sodium cyanoborohydride is added and refluxing continued for another day. The solution is cooled, acidified with a 35 ml of concentrated hydrochloric acid and evaporated. The residue is diluted with 100 ml of water, the... The reactants are COC(=O)CC1COc2ccc(C#N)cc21, C1CCOC1, CO, CCOC(C)=O, Cl, [Na+], [OH-]. Yields the product N#Cc1ccc2c(c1)C(CC(=O)O)CO2. Reaction SMILES: [C:1](#[N:2])[c:3]1[cH:4][cH:5][c:6]2[c:7]([cH:16]1)[CH:8]([CH2:11][C:12](=[O:13])[O:14][CH3:15])[CH2:9][O:10]2.[CH2:20]1[O:21][CH2:22][CH2:23][CH2:24]1.[CH3:25][OH:26].[CH3:27][CH2:28][O:29][C:30](=[O:31])[CH3:32].[ClH:19].[Na+:18].[OH-:17]>>[C:1](#[N:2])[c:3]1[cH:4][cH:5][c:6]2[c:7]([cH:16]1)[CH:8]([CH2:11][C:12](=[O:13])[OH:14])[CH2:9][O:10]2. The reactants are CCN1CCN(C(=O)C1=O)C(=O)N[C@H](C2=CC=CC=C2)C(=O)N[C@H]3[C@@H]4N(C3=O)[C@H](C(S4)(C)C)C(=O)[O-].[Na+] (Sodium piperacillin), [Cl-].C(CCCCCCCCCCCCCCC)[N+]1=CC=CC=C1 (Hexadecylpyridinium chloride), C(Cl)(Cl)Cl (chloroform). The solvent is O (water), O (water). The product is C(CCCCCCCCCCCCCCC)[N+]1=CC=CC=C1.CCN1CCN(C(=O)C1=O)C(=O)N[C@H](C=2C=CC=CC2)C(=O)N[C@H]3[C@@H]4N(C3=O)[C@H](C(S4)(C)C)C(=O)O (Hexadecylpyridinium Piperacillin). Isolated yield 58.7%. Reaction SMILES: [Cl-].[CH2:2]([N+:18]1[CH:23]=[CH:22][CH:21]=[CH:20][CH:19]=1)[CH2:3][CH2:4][CH2:5][CH2:6][CH2:7][CH2:8][CH2:9][CH2:10][CH2:11][CH2:12][CH2:13][CH2:14][CH2:15][CH2:16][CH3:17].[CH3:24][CH2:25][N:26]1[C:32](=[O:33])[C:30](=[O:31])[N:29]([C:34]([NH:36][C@@H:37]([C:44]([NH:46][C@@H:47]2[C:50](=[O:51])[N:49]3[C@@H:52]([C:57]([O-:59])=[O:58])[C:53]([CH3:56])([CH3:55])[S:54][C@H:48]23)=[O:45])[C:38]2[CH:43]=[CH:42][CH:41]=[CH:40][CH:39]=2)=[O:35])[CH2:28][CH2:27]1.[Na+].C(Cl)(Cl)Cl>O>[CH2:2]([N+:18]1[CH:19]=[CH:20][CH:21]=[CH:22][CH:23]=1)[CH2:3][CH2:4][CH2:5][CH2:6][CH2:7][CH2:8][CH2:9][CH2:10][CH2:11][CH2:12][CH2:13][CH2:14][CH2:15][CH2:16][CH3:17].[CH3:24][CH2:25][N:26]1[C:32](=[O:33])[C:30](=[O:31])[N:29]([C:34]([NH:36][C@@H:37]([C:44]([NH:46][C@@H:47]2[C:50](=[O:51])[N:49]3[C@@H:52]([C:57]([OH:59])=[O:58])[C:53]([CH3:55])([CH3:56])[S:54][C@H:48]23)=[O:45])[C:38]2[CH:39]=[CH:40][CH:41]=[CH:42][CH:43]=2)=[O:35])[CH2:28][CH2:27]1 |f:0.1,2.3,6.7|. Procedure details: Hexadecylpyridinium chloride (0.001 mol) was dissolved in 60 mL of distilled water by gentle heating and stirring. Sodium piperacillin (0.001 mol) was dissolved in 60 mL of distilled water by gentle heating and stirring. The two solutions were combined and the reaction mixture was heated and stirred for 30 minutes. The reaction mixture cooled to room temperature, and then 60 mL of chloroform was added. The reaction mixture was stirred for an additional 30 minutes. The two phases were separated a... Reactants: ClC=1C=C(COC2=CC=C(C=C2)[C@H](COC=2C=C(C#N)C=CC2F)O)C=CC1Cl (3-{(R)-2-[4-(3,4-Dichloro-benzyloxy)-phenyl]-2-hydroxy-ethoxy}-4-fluoro-benzonitrile), [H-].[Na+] (sodium hydride). The solvent is CN1CCCC1=O.COCCOCCOC (NMP diglyme), CN1CCCC1=O.COCCOCCOC (NMP diglyme). Reaction conditions: temperature 150 celsius, time 2 minute. Product: ClC=1C=C(COC2=CC=C(C=C2)[C@@H]2COC3=C(O2)C=CC(=C3)C#N)C=CC1Cl ((R)-2-[4-(3,4-Dichloro-benzyloxy)-phenyl]-2,3-dihydro-benzo[1,4]dioxine-6-carbonitrile). Yield: 53.5%. Reaction SMILES: [Cl:1][C:2]1[CH:3]=[C:4]([CH:26]=[CH:27][C:28]=1[Cl:29])[CH2:5][O:6][C:7]1[CH:12]=[CH:11][C:10]([C@@H:13]([OH:25])[CH2:14][O:15][C:16]2[CH:17]=[C:18]([CH:21]=[CH:22][C:23]=2F)[C:19]#[N:20])=[CH:9][CH:8]=1.[H-].[Na+]>CN1C(=O)CCC1.COCCOCCOC>[Cl:1][C:2]1[CH:3]=[C:4]([CH:26]=[CH:27][C:28]=1[Cl:29])[CH2:5][O:6][C:7]1[CH:12]=[CH:11][C:10]([C@H:13]2[O:25][C:23]3[CH:22]=[CH:21][C:18]([C:19]#[N:20])=[CH:17][C:16]=3[O:15][CH2:14]2)=[CH:9][CH:8]=1 |f:1.2,3.4|. Procedure: 3-{(R)-2-[4-(3,4-Dichloro-benzyloxy)-phenyl]-2-hydroxy-ethoxy}-4-fluoro-benzonitrile (10.2 g) was dissolved in 108 mL NMP-diglyme (1:9) under nitrogen and heated to 150° C. internal temperature. A suspension of sodium hydride (1130 mg of 60% NaH in mineral oil) in 10 mL NMP-diglyme (1:9) was added all at once via syringe while stirring. After 2 minutes, the reaction was removed from heating and cooled, then poured onto saturated ammonium chloride and EtOAc. The layers were separated and the orga... Isolated yield 220.5%. Reaction SMILES: C([O:5][C:6](=[O:14])[C@H:7]([CH2:9][CH2:10][C:11]([OH:13])=[O:12])[NH2:8])C1OC1.N1CC[O:18]CC1>>[OH:18][O:5][C:6](=[O:14])[C@H:7]([CH2:9][CH2:10][C:11]([OH:13])=[O:12])[NH2:8]. Conditions: time 8 hour. Reported procedure: To a solution of 712 mg (1.81 mmol) of glycidyl ester 28 and 0.316 mL (3.62 mmol, 2.0 equiv) of morpholine was added 1 g of neutral alumina. The reaction mixture was stirred overnight and then filtered and concentrated. Purification by flash chromatography (30×150 mm silica gel, 200 mL of 1.5% and 200 mL of 2.5% methanol/dichloromethane) provided 651 mg (75%) of the title compound: 1H NMR (300 MHz, CD3OD) δ7.38-7.29 (m, 5H), 5.09 (s, 2H), 4.19-3.97 (m, 3H), 3.69-3.60 (m, 5H), 2.56-2.41 (m, 8H), ... Yields the product OOC([C@@H](N)CCC(=O)O)=O (Glutamic Acid Hydroxy Ester). The reactants are C(C1CO1)OC([C@@H](N)CCC(=O)O)=O (Glutamic Acid Glycidyl Ester), N1CCOCC1 (morpholine). RXN SMILES: [F:1][C:2]([CH:5]([C:9](F)=[O:10])[C:6]([F:8])=[O:7])([F:4])[F:3].C=C=O>>[F-:1].[F:1][C:2]([C:5]([C:6]([F:8])=[O:7])=[C:9]=[O:10])([F:4])[F:3]. Isolated yield 15.0%. Procedure: A mixture of 17.6 g (0.10 mol) of trifluoromethylmalonyl fluoride (containing ca. 5% of the ketene) and 24 g (0.3 mol) of SO3 was heated and crude distillate was redistilled to provide 11.9 g (40%) of pyrosulfuryl fluoride, bp 51°-54°C, and 2.4 g (15%) of trifluoromethylfluorocarbonylketene, bp 58°-59.5°C. Pyrosulfuryl fluoride was identified by comparison of bp, infrared spectrum and nmr spectrum with those reported for authentic samples. The ketene was shown in infrared to be the same as that ... Product: [F-] (fluoride), FC(F)(F)C(=C=O)C(=O)F (trifluoromethylfluorocarbonylketene). The reactants are FC(F)(F)C(C(=O)F)C(=O)F (trifluoromethylmalonyl fluoride), C=C=O (ketene). Product: C(C)(C)(C)OC(=O)N1CC(OCC1)C1=CC(=C(C=C1)NC(=O)NC1=CC(=CC=C1)C#N)C#N ((RS)-2-{3-cyano-4-[3-(3-cyano-phenyl)-ureido]-phenyl}-morpholine-4-carboxylic acid tert-butyl ester). Run in ClCCl (dichloromethane), ClCCl (dichloromethane), O (water). Isolated yield 42.4%. Reported procedure: To a stirred solution of tert-butyl (RS)-2-(4-amino-3-cyanophenyl)morpholine-4-carboxylate (70 mg, example 28b) in dichloromethane (2 ml) was added triphosgene (25 mg). A solution of sodium carbonate (49 mg) in water (2 ml) was then added. The reaction mixture was stirred at room temperature for 3 hours. TLC showed all the starting material had reacted. 3-Aminobenzonitrile (28 mg, CAS 2237-30-1) was then added and the reaction mixture was stirred at room temperature for a further 40 hours. TLC s... The reactants are NC1=C(C=C(C=C1)C1CN(CCO1)C(=O)OC(C)(C)C)C#N (tert-butyl (RS)-2-(4-amino-3-cyanophenyl)morpholine-4-carboxylate), ClC(Cl)(OC(OC(Cl)(Cl)Cl)=O)Cl (triphosgene), NC=1C=C(C#N)C=CC1 (3-Aminobenzonitrile), C([O-])([O-])=O.[Na+].[Na+] (sodium carbonate). Reaction conditions: time 3 hour. Reaction SMILES: [NH2:1][C:2]1[CH:7]=[CH:6][C:5]([CH:8]2[O:13][CH2:12][CH2:11][N:10]([C:14]([O:16][C:17]([CH3:20])([CH3:19])[CH3:18])=[O:15])[CH2:9]2)=[CH:4][C:3]=1[C:21]#[N:22].ClC(Cl)(O[C:27](=[O:33])OC(Cl)(Cl)Cl)Cl.C(=O)([O-])[O-].[Na+].[Na+].[NH2:41][C:42]1[CH:43]=[C:44]([CH:47]=[CH:48][CH:49]=1)[C:45]#[N:46]>ClCCl.O>[C:17]([O:16][C:14]([N:10]1[CH2:11][CH2:12][O:13][CH:8]([C:5]2[CH:6]=[CH:7][C:2]([NH:1][C:27]([NH:41][C:42]3[CH:49]=[CH:48][CH:47]=[C:44]([C:45]#[N:46])[CH:43]=3)=[O:33])=[C:3]([C:21]#[N:22])[CH:4]=2)[CH2:9]1)=[O:15])([CH3:19])([CH3:18])[CH3:20] |f:2.3.4|. The reactants are COC[C@H]1[C@@H](C1)B(O)O ((±)-trans-2-(methoxymethyl)cyclopropylboronic acid), NC1=C(C#N)C(=CC=C1)Br (2-amino-6-bromobenzonitrile). The product is NC1=C(C#N)C(=CC=C1)[C@H]1[C@@H](C1)COC ((±)-trans-2-amino-6-(2-(methoxymethyl)cyclopropyl)benzonitrile). Yield: 64.0%. RXN SMILES: [CH3:1][O:2][CH2:3][C@@H:4]1[CH2:6][C@H:5]1B(O)O.[NH2:10][C:11]1[CH:18]=[CH:17][CH:16]=[C:15](Br)[C:12]=1[C:13]#[N:14]>>[NH2:10][C:11]1[CH:18]=[CH:17][CH:16]=[C:15]([C@@H:5]2[CH2:6][C@H:4]2[CH2:3][O:2][CH3:1])[C:12]=1[C:13]#[N:14]. Procedure: Prepared as in Example 270a from (±)-trans-2-(methoxymethyl)cyclopropylboronic acid (example 271b) and 2-amino-6-bromobenzonitrile in 64% yield as a yellowish brown waxy solid. 1H NMR (400 MHz, DMSO-d6) δ 0.932 (m, 2H), 1.341 (m, 1H), 1.879 (m, 1H), 2.324 (s, 3H), 3.351 (d, J=6 Hz, 2H), 5.896 (br. s, 2H), 6.148 (d, J=8 Hz, 1H), 6.550 (d, J=8 Hz, 1H), 7.130 (t, J=8 Hz, 1H). Starting materials: C(C)N(C1=C(C=CC(=C1)OC)[C@H]1CC=2C=CC(=CC2CC1)OC(C(C)(C)C)=O)C(C1=CC(=C(C=C1)O)F)=O (pivalic acid (R)-6-{2-[ethyl(3-fluoro-4-hydroxybenzoyl)amino]-4-methoxyphenyl}-5,6,7,8-tetrahydronaphthalen-2-yl ester), ClCC(=O)N(C)CCOC (2-chloro-N-(2-methoxyethyl)-N-methylacetamide). Product: C(C)N(C1=C(C=CC(=C1)OC)[C@H]1CC=2C=CC(=CC2CC1)O)CC1=CC(=C(C=C1)OCCN(C)CCOC)F ((R)-6-{2-{Ethyl{3-fluoro-4-{2-[(2-methoxyethyl)methylamino]ethoxy}benzyl]amino]-4-methoxyphenyl]-5,6,7,8-tetrahydronaphthalen-2-ol). Isolated yield 23.7%. Reaction SMILES: [CH2:1]([N:3]([C:29](=O)[C:30]1[CH:35]=[CH:34][C:33]([OH:36])=[C:32]([F:37])[CH:31]=1)[C:4]1[CH:9]=[C:8]([O:10][CH3:11])[CH:7]=[CH:6][C:5]=1[C@@H:12]1[CH2:21][CH2:20][C:19]2[CH:18]=[C:17]([O:22]C(=O)C(C)(C)C)[CH:16]=[CH:15][C:14]=2[CH2:13]1)[CH3:2].Cl[CH2:40][C:41]([N:43]([CH2:45][CH2:46][O:47][CH3:48])[CH3:44])=O>>[CH2:1]([N:3]([CH2:29][C:30]1[CH:35]=[CH:34][C:33]([O:36][CH2:40][CH2:41][N:43]([CH2:45][CH2:46][O:47][CH3:48])[CH3:44])=[C:32]([F:37])[CH:31]=1)[C:4]1[CH:9]=[C:8]([O:10][CH3:11])[CH:7]=[CH:6][C:5]=1[C@@H:12]1[CH2:21][CH2:20][C:19]2[CH:18]=[C:17]([OH:22])[CH:16]=[CH:15][C:14]=2[CH2:13]1)[CH3:2]. Procedure details: Synthesized from pivalic acid (R)-6-{2-[ethyl(3-fluoro-4-hydroxybenzoyl)amino]-4-methoxyphenyl}-5,6,7,8-tetrahydronaphthalen-2-yl ester (20 mg) and 2-chloro-N-(2-methoxyethyl)-N-methylacetamide (13 mg) according to an analogous synthetic method to Example 404 and purified by LC-MS, the title compound (4.9 mg) was obtained.